From a dataset of the Open Reaction Database (ORD), a public repository of structured organic reaction records. describe an organic reaction: reactants, conditions, products, and yield RXN SMILES: [C:32]([CH3:33])(=[O:34])[O:35][c:36]1[c:37]([C:38](=[O:39])[Cl:40])[cH:41][cH:42][cH:43][cH:44]1.[CH2:23]([N:24]([CH:25]([CH3:26])[CH3:27])[CH:28]([CH3:29])[CH3:30])[CH3:31].[c:1]1(-[c:17]2[cH:18][cH:19][cH:20][cH:21][cH:22]2)[c:2]([NH:7][CH2:8][CH2:9][CH2:10][CH2:11][C:12](=[O:13])[O:14][CH2:15][CH3:16])[cH:3][cH:4][cH:5][cH:6]1.[cH:45]1[cH:46][cH:47][cH:48][cH:49][cH:50]1>>[c:1]1(-[c:17]2[cH:18][cH:19][cH:20][cH:21][cH:22]2)[c:2]([N:7]([CH2:8][CH2:9][CH2:10][CH2:11][C:12](=[O:13])[O:14][CH2:15][CH3:16])[C:38]([c:37]2[c:36]([O:35][C:32]([CH3:33])=[O:34])[cH:44][cH:43][cH:42][cH:41]2)=[O:39])[cH:3][cH:4][cH:5][cH:6]1. Product: CCOC(=O)CCCCN(C(=O)c1ccccc1OC(C)=O)c1ccccc1-c1ccccc1. The reactants are CC(=O)Oc1ccccc1C(=O)Cl, CCN(C(C)C)C(C)C, CCOC(=O)CCCCNc1ccccc1-c1ccccc1, c1ccccc1.